This data is from the Open Reaction Database (ORD), a public repository of structured organic reaction records. The task is: describe an organic reaction: reactants, conditions, products, and yield Reactants: C(C)(=O)N1C(=NCC1)NC1=CC(=NN1C1=C(C=CC=C1)C)C (1-Acetyl-2-[1-(2-methylphenyl)-3-methyl-5-pyrazolyl]amino-2-imidazoline), Cl (HCl). The solvent is CO (methanol). The product is CC1=C(C=CC=C1)N1N=C(C=C1NC=1NCCN1)C (2[1-(2-Methylphenyl)-3-methyl-5-pyrazolyl]amino-2-imidazoline). Reaction SMILES: C([N:4]1[CH2:8][CH2:7][N:6]=[C:5]1[NH:9][C:10]1[N:14]([C:15]2[CH:20]=[CH:19][CH:18]=[CH:17][C:16]=2[CH3:21])[N:13]=[C:12]([CH3:22])[CH:11]=1)(=O)C.Cl>CO>[CH3:21][C:16]1[CH:17]=[CH:18][CH:19]=[CH:20][C:15]=1[N:14]1[C:10]([NH:9][C:5]2[NH:6][CH2:7][CH2:8][N:4]=2)=[CH:11][C:12]([CH3:22])=[N:13]1. Procedure details: 1-Acetyl-2-[1-(2-methylphenyl)-3-methyl-5-pyrazolyl]amino-2-imidazoline (7.0 g.) was treated with HCl in methanol as described in Example II to give 4.6 g. of product, mp 168°-169°. The reactants are P(=O)(Cl)(Cl)Cl (phosphorus oxychloride), CN(C=O)C (dimethylformamide), CC=1N(C(=CC1)C)CC(=O)OC (methyl (2,5-dimethyl-pyrrol-1-yl)-acetate). Solvent: ClCCCl (1,2-dichloroethane). Yields the product CC=1N(C(=CC1C=O)C)CC(=O)OC (2,5-Dimethyl-1-(methoxycarbonylmethyl)-pyrrole-3-aldehyde). RXN SMILES: P(Cl)(Cl)(Cl)=O.CN(C)[CH:8]=[O:9].[CH3:11][C:12]1[N:13]([CH2:18][C:19]([O:21][CH3:22])=[O:20])[C:14]([CH3:17])=[CH:15][CH:16]=1>ClCCCl>[CH3:17][C:14]1[N:13]([CH2:18][C:19]([O:21][CH3:22])=[O:20])[C:12]([CH3:11])=[CH:16][C:15]=1[CH:8]=[O:9]. Procedure details: 17 ml (0.18 mol) of phosphorus oxychloride, 14 ml (0.18 mol) of anhydrous dimethylformamide and 30 g (0.18 mol) of methyl (2,5-dimethyl-pyrrol-1-yl)-acetate are reacted in 140 ml of 1,2-dichloroethane as described above. RXN SMILES: [C:10](=[O:11])([O-:12])[O-:13].[CH3:1][C:2]1([CH3:9])[C:3](=[O:8])[NH:4][C:5](=[O:7])[NH:6]1.[CH3:20][N:21]([CH3:22])[CH:23]=[O:24].[Cl:16][CH2:17][CH2:18][Cl:19].[K+:14].[K+:15].[OH2:25]>>[CH3:1][C:2]1([CH3:9])[C:3](=[O:8])[N:4]([CH2:18][CH2:17][Cl:16])[C:5](=[O:7])[NH:6]1. The reactants are O=C([O-])[O-], CC1(C)NC(=O)NC1=O, CN(C)C=O, ClCCCl, [K+], [K+], O. The product is CC1(C)NC(=O)N(CCCl)C1=O. Reactants: CCCCCCCCCCCCCCCCC12CCC3=C(CCc4cc(OC)ccc43)C1=CCC2=O, [H][H], O=[Pd], c1ccccc1. Product: CCCCCCCCCCCCCCCCC12CCC3=C(CCc4cc(OC)ccc43)C1CCC2=O. Reaction SMILES: [CH2:1]([CH2:2][CH2:3][CH2:4][CH2:5][CH2:6][CH2:7][CH2:8][CH2:9][CH2:10][CH2:11][CH2:12][CH2:13][CH2:14][CH2:15][CH3:16])[C:17]12[C:18](=[O:36])[CH2:19][CH:20]=[C:21]1[C:22]1=[C:23]([CH2:24][CH2:25]2)[c:26]2[cH:27][cH:28][c:29]([O:34][CH3:35])[cH:30][c:31]2[CH2:32][CH2:33]1.[H:37][H:38].[Pd:45]=[O:46].[cH:39]1[cH:40][cH:41][cH:42][cH:43][cH:44]1>>[CH2:1]([CH2:2][CH2:3][CH2:4][CH2:5][CH2:6][CH2:7][CH2:8][CH2:9][CH2:10][CH2:11][CH2:12][CH2:13][CH2:14][CH2:15][CH3:16])[C:17]12[C:18](=[O:36])[CH2:19][CH2:20][CH:21]1[C:22]1=[C:23]([CH2:24][CH2:25]2)[c:26]2[cH:27][cH:28][c:29]([O:34][CH3:35])[cH:30][c:31]2[CH2:32][CH2:33]1.